Dataset: the Open Reaction Database (ORD), a public repository of structured organic reaction records. Task: describe an organic reaction: reactants, conditions, products, and yield The reactants are CC(NC(=O)OCc1ccccc1)C(=O)N1CCCC1C(=O)OC(C)(C)C, ClCCCl, CO, CCOC(C)=O, CCN(C(C)C)C(C)C, ClCCl, Nc1ccc(C(=O)O)cc1Cl, CN(C)C=O, On1nnc2ccccc21. Yields the product CC(NC(=O)c1ccc(N)c(Cl)c1)C(=O)N1CCCC1C(=O)OC(C)(C)C. Reaction SMILES: [C:1]([CH3:2])([CH3:3])([CH3:4])[O:5][C:6](=[O:7])[CH:8]1[N:9]([C:13]([CH:14]([CH3:15])[NH:16][C:17]([O:19][CH2:18][c:20]2[cH:21][cH:22][cH:23][cH:24][cH:25]2)=[O:26])=[O:27])[CH2:10][CH2:11][CH2:12]1.[CH2:58]([Cl:59])[CH2:60][Cl:61].[CH3:62][OH:63].[CH3:64][CH2:65][O:66][C:67]([CH3:68])=[O:69].[CH:39]([N:40]([CH2:41][CH3:42])[CH:43]([CH3:44])[CH3:45])([CH3:46])[CH3:47].[Cl:70][CH2:71][Cl:72].[NH2:28][c:29]1[c:30]([Cl:38])[cH:31][c:32]([C:33]([OH:34])=[O:35])[cH:36][cH:37]1.[O:73]=[CH:74][N:75]([CH3:76])[CH3:77].[OH:48][n:49]1[c:50]2[c:51]([cH:52][cH:53][cH:54][cH:55]2)[n:56][n:57]1>>[C:1]([CH3:2])([CH3:3])([CH3:4])[O:5][C:6](=[O:7])[CH:8]1[N:9]([C:13]([CH:14]([CH3:15])[NH:16][C:17](=[O:19])[c:32]2[cH:31][c:30]([Cl:38])[c:29]([NH2:28])[cH:37][cH:36]2)=[O:27])[CH2:10][CH2:11][CH2:12]1.